This data is from the Open Reaction Database (ORD), a public repository of structured organic reaction records. The task is: describe an organic reaction: reactants, conditions, products, and yield Starting materials: NC1=CC(=CC=2N=C(SC21)NC(=O)NCC)C=2C=NC(=NC2)N2CCC(CC2)(C(=O)OCC)C (Ethyl 1-(5-(7-amino-2-(3-ethylureido)benzo[d]thiazol-5-yl)pyrimidin-2-yl)-4-methylpiperidine-4-carboxylate), Cl.N1=C(C=CC=C1)C(=O)Cl (picolinoyl chloride hydrochloride). Solvent: N1=CC=CC=C1 (pyridine). The product is C(C)NC(NC=1SC2=C(N1)C=C(C=C2NC(C2=NC=CC=C2)=O)C=2C=NC(=NC2)N2CCC(CC2)(C(=O)OCC)C)=O (Ethyl 1-(5-(2-(3-ethylureido)-7-(picolinamido)benzo[d]thiazol-5-yl)pyrimidin-2-yl)-4-methylpiperidine-4-carboxylate). The yield is 67.9%. RXN SMILES: [NH2:1][C:2]1[C:10]2[S:9][C:8]([NH:11][C:12]([NH:14][CH2:15][CH3:16])=[O:13])=[N:7][C:6]=2[CH:5]=[C:4]([C:17]2[CH:18]=[N:19][C:20]([N:23]3[CH2:28][CH2:27][C:26]([CH3:34])([C:29]([O:31][CH2:32][CH3:33])=[O:30])[CH2:25][CH2:24]3)=[N:21][CH:22]=2)[CH:3]=1.Cl.[N:36]1[CH:41]=[CH:40][CH:39]=[CH:38][C:37]=1[C:42](Cl)=[O:43]>N1C=CC=CC=1>[CH2:15]([NH:14][C:12](=[O:13])[NH:11][C:8]1[S:9][C:10]2[C:2]([NH:1][C:42](=[O:43])[C:37]3[CH:38]=[CH:39][CH:40]=[CH:41][N:36]=3)=[CH:3][C:4]([C:17]3[CH:18]=[N:19][C:20]([N:23]4[CH2:24][CH2:25][C:26]([CH3:34])([C:29]([O:31][CH2:32][CH3:33])=[O:30])[CH2:27][CH2:28]4)=[N:21][CH:22]=3)=[CH:5][C:6]=2[N:7]=1)[CH3:16] |f:1.2|. Reported procedure: Ethyl 1-(5-(7-amino-2-(3-ethylureido)benzo[d]thiazol-5-yl)pyrimidin-2-yl)-4-methylpiperidine-4-carboxylate (119 mg, 0.25 mmol) was dissolved in pyridine (2 ml) then picolinoyl chloride hydrochloride (58 mg, 0.33 mmol) was added with stirring and the reaction stirred at rt for 18 h. The pyridine was removed under reduced pressure and the residue triturated with water. The resulting solid was collected by filtration and dried to afford the crude product 100 mg (68%). This material was used directl... The reactants are O=C([O-])[O-], CS(C)=O, [K+], [K+], O, COc1ccc(NC(=O)c2cc(C)sc2Br)c(O)c1. The product is COc1ccc2c(c1)Oc1sc(C)cc1C(=O)N2. RXN SMILES: [C:20](=[O:21])([O-:22])[O-:23].[CH3:27][S:28](=[O:29])[CH3:30].[K+:24].[K+:25].[OH2:26].[OH:1][c:2]1[c:3]([NH:10][C:11](=[O:12])[c:13]2[c:14]([Br:19])[s:15][c:16]([CH3:18])[cH:17]2)[cH:4][cH:5][c:6]([O:8][CH3:9])[cH:7]1>>[O:1]1[c:2]2[c:3]([cH:4][cH:5][c:6]([O:8][CH3:9])[cH:7]2)[NH:10][C:11](=[O:12])[c:13]2[c:14]1[s:15][c:16]([CH3:18])[cH:17]2. The reactants are Cc1c(C(=O)O)c(-c2ccncc2)nn1-c1cccc(OC(F)(F)F)c1, Cl, Cl, OCC1CCCN1C1CCNCC1. The product is Cc1c(C(=O)N2CCC(N3CCCC3CO)CC2)c(-c2ccncc2)nn1-c1cccc(OC(F)(F)F)c1. Reaction SMILES: [CH3:1][c:2]1[c:3]([C:24](=[O:25])[OH:26])[c:4](-[c:18]2[cH:19][cH:20][n:21][cH:22][cH:23]2)[n:5][n:6]1-[c:7]1[cH:8][c:9]([O:13][C:14]([F:15])([F:16])[F:17])[cH:10][cH:11][cH:12]1.[ClH:27].[ClH:28].[NH:29]1[CH2:30][CH2:31][CH:32]([N:35]2[CH:36]([CH2:40][OH:41])[CH2:37][CH2:38][CH2:39]2)[CH2:33][CH2:34]1>>[CH3:1][c:2]1[c:3]([C:24](=[O:26])[N:29]2[CH2:30][CH2:31][CH:32]([N:35]3[CH:36]([CH2:40][OH:41])[CH2:37][CH2:38][CH2:39]3)[CH2:33][CH2:34]2)[c:4](-[c:18]2[cH:19][cH:20][n:21][cH:22][cH:23]2)[n:5][n:6]1-[c:7]1[cH:8][c:9]([O:13][C:14]([F:15])([F:16])[F:17])[cH:10][cH:11][cH:12]1. The reactants are O=C1CCC(=O)N1Br, CC(=O)O, O, O=c1cc(-c2ccncc2)nc(-c2ccccc2)[nH]1. Product: O=c1[nH]c(-c2ccccc2)nc(-c2ccncc2)c1Br. Reaction SMILES: [Br:20][N:21]1[C:22](=[O:23])[CH2:24][CH2:25][C:26]1=[O:27].[CH3:29][C:30](=[O:31])[OH:32].[OH2:28].[c:1]1(-[c:7]2[n:8][c:9](-[c:14]3[cH:15][cH:16][n:17][cH:18][cH:19]3)[cH:10][c:11](=[O:13])[nH:12]2)[cH:2][cH:3][cH:4][cH:5][cH:6]1>>[c:1]1(-[c:7]2[n:8][c:9](-[c:14]3[cH:15][cH:16][n:17][cH:18][cH:19]3)[c:10]([Br:20])[c:11](=[O:13])[nH:12]2)[cH:2][cH:3][cH:4][cH:5][cH:6]1. The reactants are COC(=O)c1ccc2cc(COC(C)=O)ccc2c1, CO, [K+], [K+], O=C([O-])[O-], O. Yields the product COC(=O)c1ccc2cc(CO)ccc2c1. Reaction SMILES: [C:1](=[O:2])([CH3:3])[O:4][CH2:5][c:6]1[cH:7][c:8]2[cH:9][cH:10][c:11]([C:16](=[O:17])[O:18][CH3:19])[cH:12][c:13]2[cH:14][cH:15]1.[CH3:27][OH:28].[K+:20].[K+:21].[O-:22][C:23]([O-:24])=[O:25].[OH2:26]>>[OH:4][CH2:5][c:6]1[cH:7][c:8]2[cH:9][cH:10][c:11]([C:16](=[O:17])[O:18][CH3:19])[cH:12][c:13]2[cH:14][cH:15]1. Reactants: O=C([O-])[O-], CC(C)=O, C=CC(C)=O, Cl, N#CC(C#N)CC(F)(F)C(F)(F)C(F)(F)C(F)F, [K+], [K+]. Yields the product CC(=O)CCC(C#N)(C#N)CC(F)(F)C(F)(F)C(F)(F)C(F)F. Reaction SMILES: [C:24](=[O:25])([O-:26])[O-:27].[CH3:31][C:32](=[O:33])[CH3:34].[CH:19](=[CH2:20])[C:21](=[O:22])[CH3:23].[ClH:30].[F:1][C:2]([CH2:3][CH:4]([C:5]#[N:6])[C:7]#[N:8])([C:9]([C:10]([CH:11]([F:12])[F:13])([F:14])[F:15])([F:16])[F:17])[F:18].[K+:28].[K+:29]>>[F:1][C:2]([CH2:3][C:4]([C:5]#[N:6])([C:7]#[N:8])[CH2:20][CH2:19][C:21](=[O:22])[CH3:23])([C:9]([C:10]([CH:11]([F:12])[F:13])([F:14])[F:15])([F:16])[F:17])[F:18].